From a dataset of the Open Reaction Database (ORD), a public repository of structured organic reaction records. describe an organic reaction: reactants, conditions, products, and yield The reactants are O=C(O)C1CC(O)CN1C(=O)OCc1ccccc1, CN1CCOCC1, Cc1cccc(NC(=O)C(N)C(C)C)c1C(=O)O, CN(C)C=O, CC(C)COC(=O)Cl, C1CCOC1. Product: Cc1cccc(NC(=O)C(NC(=O)C2CC(O)CN2C(=O)OCc2ccccc2)C(C)C)c1C(=O)O. RXN SMILES: [CH2:9]([c:10]1[cH:11][cH:12][cH:13][cH:14][cH:15]1)[O:16][C:17](=[O:18])[N:19]1[CH:20]([C:21](=[O:22])[OH:23])[CH2:24][CH:25]([OH:27])[CH2:26]1.[CH3:28][N:29]1[CH2:30][CH2:31][O:32][CH2:33][CH2:34]1.[CH3:35][c:36]1[cH:37][cH:38][cH:39][c:40]([NH:45][C:46]([CH:47]([NH2:48])[CH:49]([CH3:50])[CH3:51])=[O:52])[c:41]1[C:42](=[O:43])[OH:44].[CH3:53][N:54]([CH3:55])[CH:56]=[O:57].[Cl:1][C:2]([O:3][CH2:4][CH:5]([CH3:6])[CH3:7])=[O:8].[O:58]1[CH2:59][CH2:60][CH2:61][CH2:62]1>>[CH2:9]([c:10]1[cH:11][cH:12][cH:13][cH:14][cH:15]1)[O:16][C:17](=[O:18])[N:19]1[CH:20]([C:21](=[O:23])[NH:48][CH:47]([C:46]([NH:45][c:40]2[cH:39][cH:38][cH:37][c:36]([CH3:35])[c:41]2[C:42](=[O:43])[OH:44])=[O:52])[CH:49]([CH3:50])[CH3:51])[CH2:24][CH:25]([OH:27])[CH2:26]1. The reactants are COC(=O)CC(C)C(=O)N1C(C(=O)O)CSC1c1ccccc1O, Cl, [Na+], [OH-]. Yields the product CC(CC(=O)O)C(=O)N1C(C(=O)O)CSC1c1ccccc1O. Reaction SMILES: [CH3:1][O:2][C:3](=[O:4])[CH2:5][CH:6]([C:7](=[O:8])[N:9]1[CH:10]([c:17]2[c:18]([OH:23])[cH:19][cH:20][cH:21][cH:22]2)[S:11][CH2:12][CH:13]1[C:14](=[O:15])[OH:16])[CH3:24].[ClH:25].[Na+:27].[OH-:26]>>[O:2]=[C:3]([OH:4])[CH2:5][CH:6]([C:7](=[O:8])[N:9]1[CH:10]([c:17]2[c:18]([OH:23])[cH:19][cH:20][cH:21][cH:22]2)[S:11][CH2:12][CH:13]1[C:14](=[O:15])[OH:16])[CH3:24]. The reactants are CN1C(C=C(C=C1)C(=O)N)=O (1-methyl-2-oxo-1,2-dihydropyridine-4-carboxamide), TEA, C(=O)(C(F)(F)F)OC(=O)C(F)(F)F (TFAA). Run in C(Cl)Cl (DCM). Conditions: temperature 0 celsius, time 2 hour. Product: CN1C(C=C(C=C1)C#N)=O (1-methyl-2-oxo-1,2-dihydropyridine-4-carbonitrile). The yield is 52.0%. As a reaction SMILES: [CH3:1][N:2]1[CH:7]=[CH:6][C:5]([C:8]([NH2:10])=O)=[CH:4][C:3]1=[O:11].C(OC(C(F)(F)F)=O)(C(F)(F)F)=O>C(Cl)Cl>[CH3:1][N:2]1[CH:7]=[CH:6][C:5]([C:8]#[N:10])=[CH:4][C:3]1=[O:11]. Reported procedure: To a cold solution of 1-methyl-2-oxo-1,2-dihydropyridine-4-carboxamide (7.2 g, 47.3 mmol, Journal of Organic Chemistry, 1959, 24, 196) in DCM (70 mL) was added TEA (13.19 mL, 95 mmol) and TFAA (8.02 mL, 56.8 mmol) at about 0° C. The reaction mixture was stirred for about 2 h at about 0° C. The reaction mixture was filtered and the filtrate was diluted with DCM (100 mL). The organic layer was washed successively with water (2×70 mL) and brine (1×70 mL). The organic layer was dried over sodium sul... The reactants are ClCCCC1CN(C(O1)=O)C1=CC=CC=C1 (5-(3-chloropropyl)-3-phenyl-2-oxazolidinone), Cl.C(C)OC1=C(C=CC=C1)N1CCNCC1 (1-(2-ethoxyphenyl)piperazine hydrochloride), C([O-])([O-])=O.[K+].[K+] (potassium carbonate), [I-].[K+] (potassium iodide), Cl (hydrogen chloride). The solvent is C(CCC)O (n-butanol), C(C)OCC (diethyl ether). Product: O.Cl.C(C)OC1=C(C=CC=C1)N1CCN(CC1)CCCC1CN(C(O1)=O)C1=CC=CC=C1 (5-[3-[4-(2-Ethoxyphenyl)-1-piperazinyl]propyl]-3-phenyl-2-oxazolidinone hydrochloride hydrate). The yield is 43.0%. As a reaction SMILES: [Cl:1][CH2:2][CH2:3][CH2:4][CH:5]1[O:9][C:8](=[O:10])[N:7]([C:11]2[CH:16]=[CH:15][CH:14]=[CH:13][CH:12]=2)[CH2:6]1.Cl.[CH2:18]([O:20][C:21]1[CH:26]=[CH:25][CH:24]=[CH:23][C:22]=1[N:27]1[CH2:32][CH2:31][NH:30][CH2:29][CH2:28]1)[CH3:19].C(=O)([O-])[O-].[K+].[K+].[I-].[K+].Cl>C(O)CCC.C(OCC)C>[OH2:9].[ClH:1].[CH2:18]([O:20][C:21]1[CH:26]=[CH:25][CH:24]=[CH:23][C:22]=1[N:27]1[CH2:28][CH2:29][N:30]([CH2:2][CH2:3][CH2:4][CH:5]2[O:9][C:8](=[O:10])[N:7]([C:11]3[CH:16]=[CH:15][CH:14]=[CH:13][CH:12]=3)[CH2:6]2)[CH2:31][CH2:32]1)[CH3:19] |f:1.2,3.4.5,6.7,11.12.13|. Procedure details: Following the procedure of Example 5, a mixture of 5-(3-chloropropyl)-3-phenyl-2-oxazolidinone (4.5 g, 0.0188 mol), 1-(2-ethoxyphenyl)piperazine hydrochloride (4.57 g, 0.0188 mol), potassium carbonate (10.42 ,g 0.0754 mol), and potassium iodide (1.0 g) in n-butanol (200 mL) gave an oil. Acidification with ethanolic hydrogen chloride followed by addition of diethyl ether gave a solid, which was collected by filtration and dried under high vacuum to give 3.97 g (43% yield), mp 182°-187° C. Reactants: [OH-].[Na+] (sodium hydroxide), ClC1=CC(=NC2=CC=C3C(=C12)C(C=C(O3)C(=O)OCC)=O)C(=O)OC (Ethyl methyl 10-chloro-1-oxo-1H-pyrano[3,2-f]quinoline-3,8-dicarboxylate), Cl (hydrochloric acid). Run in CO (methanol). Reaction conditions: time 1.5 hour. The product is ClC1=CC(=NC2=CC=C3C(=C12)C(C=C(O3)C(=O)O)=O)C(=O)O (10-Chloro-1-oxo-1H-pyrano[3,2-f]quinoline-3,8-dicarboxylic acid). The yield is 79.2%. Reaction SMILES: [Cl:1][C:2]1[C:11]2[C:6](=[CH:7][CH:8]=[C:9]3[O:15][C:14]([C:16]([O:18]CC)=[O:17])=[CH:13][C:12](=[O:21])[C:10]3=2)[N:5]=[C:4]([C:22]([O:24]C)=[O:23])[CH:3]=1.[OH-].[Na+].Cl>CO>[Cl:1][C:2]1[C:11]2[C:6](=[CH:7][CH:8]=[C:9]3[O:15][C:14]([C:16]([OH:18])=[O:17])=[CH:13][C:12](=[O:21])[C:10]3=2)[N:5]=[C:4]([C:22]([OH:24])=[O:23])[CH:3]=1 |f:1.2|. Procedure: Ethyl methyl 10-chloro-1-oxo-1H-pyrano[3,2-f]quinoline-3,8-dicarboxylate (300 mg; 0.83 mmole) in methanol (30 ml) was heated under reflux during the dropwise addition of M/10 aqueous sodium hydroxide (16.6 ml; 1.66 mmole) with stirring over 1.5 hrs. After the addition the mixture was heated under reflux for a further 2 hrs when it was cooled and poured into dilute aqueous hydrochloric acid. The brown solid was filtered off and dried in a vacuum oven over sodium hydroxide pellets. This gave analy... The product is CNC1=CC(=NC2=C(C3=C(C=C12)C(C=C(O3)C(=O)OCC)=O)CCC)C(=O)OCC (Diethyl 6-methylamino-4-oxo-10-propyl-4H-pyrano[3,2-g]quinoline-2,8-dicarboxylate). Starting materials: [H-].[Na+] (sodium hydride), O (water), NC1=CC(=NC2=C(C3=C(C=C12)C(C=C(O3)C(=O)OCC)=O)CCC)C(=O)OCC (Diethyl 6-amino-4-oxo-10-propyl-4H-pyrano[3,2-g]quinoline-2,8-dicarboxylate), IC (iodomethane). Reaction SMILES: [NH2:1][C:2]1[C:11]2[C:6](=[C:7]([CH2:22][CH2:23][CH3:24])[C:8]3[O:15][C:14]([C:16]([O:18][CH2:19][CH3:20])=[O:17])=[CH:13][C:12](=[O:21])[C:9]=3[CH:10]=2)[N:5]=[C:4]([C:25]([O:27][CH2:28][CH3:29])=[O:26])[CH:3]=1.[H-].[Na+].I[CH3:33].O>CN(C)C=O>[CH3:33][NH:1][C:2]1[C:11]2[C:6](=[C:7]([CH2:22][CH2:23][CH3:24])[C:8]3[O:15][C:14]([C:16]([O:18][CH2:19][CH3:20])=[O:17])=[CH:13][C:12](=[O:21])[C:9]=3[CH:10]=2)[N:5]=[C:4]([C:25]([O:27][CH2:28][CH3:29])=[O:26])[CH:3]=1 |f:1.2|. Procedure details: Diethyl 6-amino-4-oxo-10-propyl-4H-pyrano[3,2-g]quinoline-2,8-dicarboxylate (0.4 g) was dissolved in dry dimethylformamide (15 ml), and added dropwise with stirring to a suspension of sodium hydride (50%, 0.053 g, washed with dry ether) in dry dimethylformamide (10 ml) under a dry nitrogen atomosphere. After about 30 minutes at ambient temperature a deep red colour had developed, and iodomethane (0.23 ml) was added dropwise and stirring continued at room temperature for a further five hours. The... Run in CN(C=O)C (dimethylformamide), CN(C=O)C (dimethylformamide). Conditions: time 30 minute. Starting materials: [Al+3], CC(C)CC(C)c1cc(C(F)(F)C(F)(F)F)ccc1N, [H-], [H-], [H-], [H-], [Li+], [Mg+2], O=S(=O)([O-])[O-], C1CCOC1, O. Product: CC(C)CC(C)c1cc(CC(F)(F)F)ccc1N. As a reaction SMILES: [Al+3:3].[CH3:7][CH:8]([CH2:9][CH:10]([CH3:11])[CH3:12])[c:13]1[c:14]([NH2:15])[cH:16][cH:17][c:18]([C:20]([C:21]([F:22])([F:23])[F:24])([F:25])[F:26])[cH:19]1.[H-:1].[H-:4].[H-:5].[H-:6].[Li+:2].[Mg+2:28].[O-:29][S:30](=[O:31])(=[O:32])[O-:33].[O:34]1[CH2:35][CH2:36][CH2:37][CH2:38]1.[OH2:27]>>[CH3:7][CH:8]([CH2:9][CH:10]([CH3:11])[CH3:12])[c:13]1[c:14]([NH2:15])[cH:16][cH:17][c:18]([CH2:20][C:21]([F:22])([F:23])[F:24])[cH:19]1. The reactants are CC12CCC3c4ccc(OCc5ccccc5)cc4CC(CCCCCO)C3C1C=CC21OCCO1, CC(C)=O, CCOCC, O, Cc1ccc(S(=O)(=O)O)cc1. Yields the product CC12CCC3c4ccc(OCc5ccccc5)cc4CC(CCCCCO)C3C1C=CC2=O. Reaction SMILES: [CH2:1]([c:2]1[cH:3][cH:4][cH:5][cH:6][cH:7]1)[O:8][c:9]1[cH:10][c:11]2[c:24]([cH:25][cH:26]1)[CH:23]1[CH:14]([CH:13]([CH2:31][CH2:32][CH2:33][CH2:34][CH2:35][OH:36])[CH2:12]2)[CH:15]2[CH:16]=[CH:17][C:18]3([C:19]2([CH3:20])[CH2:21][CH2:22]1)[O:27][CH2:30][CH2:29][O:28]3.[CH3:48][C:49](=[O:50])[CH3:51].[CH3:53][CH2:54][O:55][CH2:56][CH3:57].[OH2:52].[c:37]1([CH3:38])[cH:39][cH:40][c:41]([S:42]([OH:43])(=[O:44])=[O:45])[cH:46][cH:47]1>>[CH2:1]([c:2]1[cH:3][cH:4][cH:5][cH:6][cH:7]1)[O:8][c:9]1[cH:10][c:11]2[c:24]([cH:25][cH:26]1)[CH:23]1[CH:14]([CH:13]([CH2:31][CH2:32][CH2:33][CH2:34][CH2:35][OH:36])[CH2:12]2)[CH:15]2[CH:16]=[CH:17][C:18](=[O:27])[C:19]2([CH3:20])[CH2:21][CH2:22]1. Starting materials: O (water), OO (hydrogen peroxide), N1(N=NC=C1)CCCCC1=NC=C(C=N1)B(O)O (2-(4-[1,2,3]Triazol-1-yl-butyl)-pyrimidine-5-boronic acid). The solvent is [Cl-].[Na+].O (brine), C1CCOC1 (THF). Reaction conditions: time 2 hour. Yields the product N1(N=NC=C1)CCCCC1=NC=C(C=N1)O (2-(4-[1,2,3]triazol-1-yl-butyl)-pyrimidin-5-ol). Reaction SMILES: [N:1]1([CH2:6][CH2:7][CH2:8][CH2:9][C:10]2[N:15]=[CH:14][C:13](B(O)O)=[CH:12][N:11]=2)[CH:5]=[CH:4][N:3]=[N:2]1.[OH2:19].OO>C1COCC1.[Cl-].[Na+].O>[N:1]1([CH2:6][CH2:7][CH2:8][CH2:9][C:10]2[N:15]=[CH:14][C:13]([OH:19])=[CH:12][N:11]=2)[CH:5]=[CH:4][N:3]=[N:2]1 |f:4.5.6|. Procedure details: 2-(4-[1,2,3]Triazol-1-yl-butyl)-pyrimidine-5-boronic acid (0.099 g, 0.40 mmol) is dissolved in THF (0.5 ml) and water (0.5 ml) and hydrogen peroxide (30 wt %) (0.054 g, 0.48 mmol) is added. After stirring the solution at r.t. for 2 h, brine (3 ml) is added and the mixture is extracted with THF (2×10 ml). The combined organic phases are dried over MgSO4 and concentrated in vacuo yielding 2-(4-[1,2,3]triazol-1-yl-butyl)-pyrimidin-5-ol as a off-white solid. Yield 85 mg (97%). Reactants: ClC=1C=C(C=C(C1C)[N+](=O)[O-])CC#N ((3-chloro-4-methyl-5-nitrophenyl) acetonitrile), NC=1C=C(OCC#N)C=CC1C ((3-amino-4-methylphenoxy) acetonitrile), CC1=C(C=C(OCC#N)C=C1)[N+](=O)[O-] ((4-methyl-3-nitrophenoxy) acetonitrile). Product: NC=1C=C(C=C(C1C)Cl)CC#N ((3-Amino-5-chloro-4-methylphenyl) acetonitrile). Reaction SMILES: [Cl:1][C:2]1[CH:3]=[C:4]([CH2:12][C:13]#[N:14])[CH:5]=[C:6]([N+:9]([O-])=O)[C:7]=1[CH3:8].NC1C=C(C=CC=1C)OCC#N.CC1C=CC(OCC#N)=CC=1[N+]([O-])=O>>[NH2:9][C:6]1[CH:5]=[C:4]([CH2:12][C:13]#[N:14])[CH:3]=[C:2]([Cl:1])[C:7]=1[CH3:8]. Procedure: (3-Amino-5-chloro-4-methylphenyl) acetonitrile was prepared from (3-chloro-4-methyl-5-nitrophenyl) acetonitrile in a manner similar to that described in Example 2 for the preparation of (3-amino-4-methylphenoxy) acetonitrile from (4-methyl-3-nitrophenoxy) acetonitrile.